Dataset: the Open Reaction Database (ORD), a public repository of structured organic reaction records. Task: describe an organic reaction: reactants, conditions, products, and yield The reactants are C=C[Sn](CCCC)(CCCC)CCCC, COC(=O)CCc1ccc(SC(C)c2sc(-c3ccc(C(F)(F)F)cc3)cc2I)cc1C, Cc1ccccc1, c1ccc(P(c2ccccc2)(c2ccccc2)[Pd](P(c2ccccc2)(c2ccccc2)c2ccccc2)(P(c2ccccc2)(c2ccccc2)c2ccccc2)P(c2ccccc2)(c2ccccc2)c2ccccc2)cc1. Yields the product C=Cc1cc(-c2ccc(C(F)(F)F)cc2)sc1C(C)Sc1ccc(CCC(=O)OC)c(C)c1. As a reaction SMILES: [CH2:33]([CH2:34][CH2:46][CH3:47])[Sn:35]([CH2:36][CH2:37][CH2:38][CH3:39])([CH2:40][CH2:41][CH2:42][CH3:43])[CH:44]=[CH2:45].[CH3:1][O:2][C:3]([CH2:4][CH2:5][c:6]1[c:7]([CH3:31])[cH:8][c:9]([S:12][CH:13]([CH3:14])[c:15]2[s:16][c:17](-[c:21]3[cH:22][cH:23][c:24]([C:27]([F:28])([F:29])[F:30])[cH:25][cH:26]3)[cH:18][c:19]2[I:20])[cH:10][cH:11]1)=[O:32].[CH3:48][c:49]1[cH:50][cH:51][cH:52][cH:53][cH:54]1.[cH:55]1[cH:56][cH:57][c:58]([P:59]([Pd:60]([P:61]([c:62]2[cH:63][cH:64][cH:65][cH:66][cH:67]2)([c:68]2[cH:69][cH:70][cH:71][cH:72][cH:73]2)[c:74]2[cH:75][cH:76][cH:77][cH:78][cH:79]2)([P:80]([c:81]2[cH:82][cH:83][cH:84][cH:85][cH:86]2)([c:87]2[cH:88][cH:89][cH:90][cH:91][cH:92]2)[c:93]2[cH:94][cH:95][cH:96][cH:97][cH:98]2)[P:99]([c:100]2[cH:101][cH:102][cH:103][cH:104][cH:105]2)([c:106]2[cH:107][cH:108][cH:109][cH:110][cH:111]2)[c:112]2[cH:113][cH:114][cH:115][cH:116][cH:117]2)([c:118]2[cH:119][cH:120][cH:121][cH:122][cH:123]2)[c:124]2[cH:125][cH:126][cH:127][cH:128][cH:129]2)[cH:130][cH:131]1>>[CH3:1][O:2][C:3]([CH2:4][CH2:5][c:6]1[c:7]([CH3:31])[cH:8][c:9]([S:12][CH:13]([CH3:14])[c:15]2[s:16][c:17](-[c:21]3[cH:22][cH:23][c:24]([C:27]([F:28])([F:29])[F:30])[cH:25][cH:26]3)[cH:18][c:19]2[CH:33]=[CH2:34])[cH:10][cH:11]1)=[O:32]. The reactants are CC1=C(C(=CC(=C1)[N+](=O)[O-])C)O (2,6-dimethyl-4-nitrophenol), C([O-])([O-])=O.[K+].[K+] (potassium carbonate), IC (iodomethane), COC=1C=C(C=CC1C(=O)OC)NC1=NC=C(C(=N1)NC1=CC(=C(C=C1)C(=O)OC)OC)F (N2,N4-bis[3-methoxy-4-(methoxycarbonyl)phenyl]-5-fluoro-2,4-pyrimidinediamine). Product: CC1=C(C(=CC(=C1)[N+](=O)[O-])C)OC (2,6-dimethyl-1-methoxy-4-nitrobenzene). Reaction SMILES: [CH3:1]OC1C=C(NC2N=C(NC3C=CC(C(OC)=O)=C(OC)C=3)C(F)=CN=2)C=CC=1C(OC)=O.[CH3:34][C:35]1[CH:40]=[C:39]([N+:41]([O-:43])=[O:42])[CH:38]=[C:37]([CH3:44])[C:36]=1[OH:45].C(=O)([O-])[O-].[K+].[K+].IC>>[CH3:34][C:35]1[CH:40]=[C:39]([N+:41]([O-:43])=[O:42])[CH:38]=[C:37]([CH3:44])[C:36]=1[O:45][CH3:1] |f:2.3.4|. Procedure: In a manner analogous to the preparation of N2,N4-bis[3-methoxy-4-(methoxycarbonyl)phenyl]-5-fluoro-2,4-pyrimidinediamine, the reaction of 2,6-dimethyl-4-nitrophenol (1.67 g, 10 mmol), potassium carbonate (13 g, 0.1 mol) and iodomethane (2.5 mL, 50 mmol) gave 2,6-dimethyl-1-methoxy-4-nitrobenzene. Hydrogenation of 2,6-dimethyl-1-methoxy-4-nitrobenzene gave 3,5-dimethyl-4-methoxyaniline. Reactants: BrC=1C2=C(N=C(N1)NC1=CC=C(C=C1)N1CCOCC1)NC=C2 (4-bromo-N-(4-morpholin-4-ylphenyl)-7H-pyrrolo[2,3-d]pyrimidin-2-amine), C(C)(=O)NC1=CC=C(C=C1)B(O)O (4-acetoamidophenylboronic acid), tetrakis(triphenyl-phosphine)palladium(0), C(=O)([O-])[O-].[Na+].[Na+] (Na2CO3). The solvent is O1CCOCC1 (1,4-dioxane). Product: N1(CCOCC1)C1=CC=C(C=C1)NC=1N=C(C2=C(N1)NC=C2)C2=CC=C(C=C2)NC(C)=O (N-(4-{2-[(4-morpholin-4-ylphenyl)amino]-7H-pyrrolo[2,3-d]pyrimidin-4-yl}phenyl)acetamide). RXN SMILES: Br[C:2]1[C:3]2[CH:23]=[CH:22][NH:21][C:4]=2[N:5]=[C:6]([NH:8][C:9]2[CH:14]=[CH:13][C:12]([N:15]3[CH2:20][CH2:19][O:18][CH2:17][CH2:16]3)=[CH:11][CH:10]=2)[N:7]=1.[C:24]([NH:27][C:28]1[CH:33]=[CH:32][C:31](B(O)O)=[CH:30][CH:29]=1)(=[O:26])[CH3:25].C([O-])([O-])=O.[Na+].[Na+]>O1CCOCC1>[N:15]1([C:12]2[CH:13]=[CH:14][C:9]([NH:8][C:6]3[N:7]=[C:2]([C:31]4[CH:32]=[CH:33][C:28]([NH:27][C:24](=[O:26])[CH3:25])=[CH:29][CH:30]=4)[C:3]4[CH:23]=[CH:22][NH:21][C:4]=4[N:5]=3)=[CH:10][CH:11]=2)[CH2:20][CH2:19][O:18][CH2:17][CH2:16]1 |f:2.3.4|. Procedure details: A mixture of 4-bromo-N-(4-morpholin-4-ylphenyl)-7H-pyrrolo[2,3-d]pyrimidin-2-amine B (284 mg, 0.76 mmol), 4-acetoamidophenylboronic acid C (340 mg, 2.5 eq), tetrakis(triphenyl-phosphine)palladium(0) (120 mg, 0.1 mmol), and 1M Na2CO3 (1 ml, 1 mmol) in 1,4-dioxane (15 ml) was heated at reflux overnight. The mixture was cooled, extracted with 3N HCl. The aqueous layer was washed with ethylacetate, and then basified with 6N NaOH. The solid was filtered, and the crude product was purified by preparat... The reactants are CNCCC(=O)OCC (ethyl 3-(methylamino)propanoate), O.ON1N=NC2=C1C=CC=C2 (1-hydroxybenzotriazole monohydrate), CN(C=O)C (N,N-dimethylformamide), C1(CCCCC1)C(C=1OC2=C(C1C)C=C(C=C2)F)NC2=CC=C(C(=O)O)C=C2 (4-{[cyclohexyl(5-fluoro-3-methyl-1-benzofuran-2-yl)methyl]amino}benzoic acid), Cl.C(C)N=C=NCCCN(C)C (1-ethyl-3-(3-dimethylaminopropyl)carbodiimide hydrochloride), Cl (Hydrochloric acid). Solvent: C(C)N(CC)CC (triethylamine). Run at time 1.5 hour. Yields the product C1(CCCCC1)C(C=1OC2=C(C1C)C=C(C=C2)F)NC2=CC=C(C=C2)C(=O)N(CCC(=O)OCC)C (ethyl 3-{[(4-{[cyclohexyl(5-fluoro-3-methyl-1-benzofuran-2-yl)methyl]amino}phenyl)carbonyl](methyl)amino}propanoate). Isolated yield 41.0%. RXN SMILES: [CH:1]1([CH:7]([NH:19][C:20]2[CH:28]=[CH:27][C:23](C(O)=O)=[CH:22][CH:21]=2)[C:8]2[O:9][C:10]3[CH:17]=[CH:16][C:15]([F:18])=[CH:14][C:11]=3[C:12]=2[CH3:13])[CH2:6][CH2:5][CH2:4][CH2:3][CH2:2]1.CNC[CH2:32][C:33]([O:35][CH2:36][CH3:37])=[O:34].O.ON1C2C=CC=CC=2N=N1.Cl.C(N=C=NCCCN(C)C)C.Cl.[CH3:62][N:63]([CH3:66])[CH:64]=[O:65]>C(N(CC)CC)C>[CH:1]1([CH:7]([NH:19][C:20]2[CH:28]=[CH:27][C:23]([C:64]([N:63]([CH3:66])[CH2:62][CH2:32][C:33]([O:35][CH2:36][CH3:37])=[O:34])=[O:65])=[CH:22][CH:21]=2)[C:8]2[O:9][C:10]3[CH:17]=[CH:16][C:15]([F:18])=[CH:14][C:11]=3[C:12]=2[CH3:13])[CH2:2][CH2:3][CH2:4][CH2:5][CH2:6]1 |f:2.3,4.5|. Procedure details: To a mixture of 4-{[cyclohexyl(5-fluoro-3-methyl-1-benzofuran-2-yl)methyl]amino}benzoic acid (1.06 g) synthesized above, ethyl 3-(methylamino)propanoate (438 mg), 1-hydroxybenzotriazole monohydrate (512 mg), triethylamine (930 μL) and N,N-dimethylformamide (20 mL) was added 1-ethyl-3-(3-dimethylaminopropyl)carbodiimide hydrochloride (640 mg), and the mixture was stirred at room temperature for 1.5 hr. 1N Hydrochloric acid was added to quench the reaction, and the mixture was extracted with ethyl... The reactants are IC1=CNC2=NC=C(C=C21)OC (3-iodo-5-methoxy-1H-pyrrolo[2,3-b]pyridine), [H-].[Na+] (sodium hydride), O (water), C1(=CC=CC=C1)S(=O)(=O)Cl (benzenesulfonyl chloride). The solvent is CN(C=O)C (N,N-dimethylformamide). Conditions: time 10 minute. The product is C1(=CC=CC=C1)S(=O)(=O)N1C=C(C=2C1=NC=C(C2)OC)I (1-benzenesulfonyl-3-iodo-5-methoxy-1H-pyrrolo[2,3-b]pyridine). Isolated yield 70.7%. Reaction SMILES: [I:1][C:2]1[C:10]2[C:5](=[N:6][CH:7]=[C:8]([O:11][CH3:12])[CH:9]=2)[NH:4][CH:3]=1.[H-].[Na+].[C:15]1([S:21](Cl)(=[O:23])=[O:22])[CH:20]=[CH:19][CH:18]=[CH:17][CH:16]=1.O>CN(C)C=O>[C:15]1([S:21]([N:4]2[C:5]3=[N:6][CH:7]=[C:8]([O:11][CH3:12])[CH:9]=[C:10]3[C:2]([I:1])=[CH:3]2)(=[O:23])=[O:22])[CH:20]=[CH:19][CH:18]=[CH:17][CH:16]=1 |f:1.2|. Reported procedure: To a solution of 3-iodo-5-methoxy-1H-pyrrolo[2,3-b]pyridine (15, 4.30 g, 15.7 mmol) in 53.6 mL of N,N-dimethylformamide under nitrogen, sodium hydride (0.690 g, 60% in mineral oil, 17.2 mmol) was added. After 10 minutes, benzenesulfonyl chloride (11, 2.20 mL, 17.2 mmol) was added and the reaction was cooled in a water bath. The reaction was poured into water and extracted with ethyl acetate. The organic layer was dried over sodium sulfate, filtered and the filtrate purified by silica gel column ... Reported procedure: 0.990 g (4.356 mmol) of 4-hydroxy-2′-methylbenzanilide and 0.811 g (4.358 mmol) of 2,4-dinitrofluorobenzene were dissolved into 20 ml of acetone. The solution was stirred for one hour at reflux temperature after the addition of 0.6 g (4.3 mmol) of potassium carbonate. The reaction solution was filtered and precipitate was thoroughly washed with acetone. Filtrate was concentrated and purified through column chromatography (developing solvent: chloroform) to yield 1.553 g of 4-(2,4-dinitrophenoxy)... As a reaction SMILES: [OH:1][C:2]1[CH:17]=[CH:16][C:5]([C:6]([NH:8][C:9]2[CH:14]=[CH:13][CH:12]=[CH:11][C:10]=2[CH3:15])=[O:7])=[CH:4][CH:3]=1.[N+:18]([C:21]1[CH:26]=[C:25]([N+:27]([O-:29])=[O:28])[CH:24]=[CH:23][C:22]=1F)([O-:20])=[O:19].C(=O)([O-])[O-].[K+].[K+]>CC(C)=O>[N+:18]([C:21]1[CH:26]=[C:25]([N+:27]([O-:29])=[O:28])[CH:24]=[CH:23][C:22]=1[O:1][C:2]1[CH:17]=[CH:16][C:5]([C:6]([NH:8][C:9]2[CH:14]=[CH:13][CH:12]=[CH:11][C:10]=2[CH3:15])=[O:7])=[CH:4][CH:3]=1)([O-:20])=[O:19] |f:2.3.4|. The reactants are OC1=CC=C(C(=O)NC2=C(C=CC=C2)C)C=C1 (4-hydroxy-2′-methylbenzanilide), [N+](=O)([O-])C1=C(C=CC(=C1)[N+](=O)[O-])F (2,4-dinitrofluorobenzene), C([O-])([O-])=O.[K+].[K+] (potassium carbonate). Run in CC(=O)C (acetone). The product is [N+](=O)([O-])C1=C(OC2=CC=C(C(=O)NC3=C(C=CC=C3)C)C=C2)C=CC(=C1)[N+](=O)[O-] (4-(2,4-dinitrophenoxy)-2′-methybenzanilide). The yield is 90.6%. Run at time 1 hour. As a reaction SMILES: NC1C(C=[N:11][NH:12][S:13]([C:16]2[CH:21]=[CH:20][C:19]([Br:22])=[CH:18][CH:17]=2)(=[O:15])=[O:14])=NC(Cl)=C(Cl)N=1.BrC1C=CC(S(Cl)(=O)=O)=CC=1.NN>>[Br:22][C:19]1[CH:18]=[CH:17][C:16]([S:13]([NH:12][NH2:11])(=[O:14])=[O:15])=[CH:21][CH:20]=1. Reactants: NC=1C(=NC(=C(N1)Cl)Cl)C=NNS(=O)(=O)C1=CC=C(C=C1)Br (p-Bromobenzenesulfonic acid 2-[(3-amino-5,6-dichloropyrazinyl)methylene]hydrazide), BrC1=CC=C(C=C1)S(=O)(=O)Cl (p-bromobenzenesulfonyl chloride), NN (hydrazine). Product: BrC1=CC=C(C=C1)S(=O)(=O)NN (p-bromobenzenesulfonylhydrazine). Procedure: p-Bromobenzenesulfonic acid 2-[(3-amino-5,6-dichloropyrazinyl)methylene]hydrazide by the reaction of p-bromobenzenesulfonyl chloride with hydrazine to form p-bromobenzenesulfonylhydrazine, followed by the reaction of the latter with 3-amino-5,6-dichloropyrazinaldehyde.